This data is from the Open Reaction Database (ORD), a public repository of structured organic reaction records. The task is: describe an organic reaction: reactants, conditions, products, and yield Starting materials: O=C([O-])[O-], CCOC(=O)c1ccccc1N, CCCCI, CCOC(C)=O, [K+], [K+]. Product: CCCCNc1ccccc1C(=O)OCC. RXN SMILES: [C:13](=[O:14])([O-:15])[O-:16].[C:1]([c:2]1[c:3]([NH2:4])[cH:5][cH:6][cH:7][cH:8]1)(=[O:9])[O:10][CH2:11][CH3:12].[CH2:19]([CH2:20][CH2:21][CH3:22])[I:23].[CH3:24][CH2:25][O:26][C:27](=[O:28])[CH3:29].[K+:17].[K+:18]>>[C:1]([c:2]1[c:3]([NH:4][CH2:19][CH2:20][CH2:21][CH3:22])[cH:5][cH:6][cH:7][cH:8]1)(=[O:9])[O:10][CH2:11][CH3:12]. The reactants are CN1N=CC(=C1)N1C2=C(OCC1=O)N=C(C(=C2)C2=CC=CC=C2)C2=CC=C(C=C2)C2(CCC2)NC(OC(C)(C)C)=O (tert-Butyl 1-(4-(1-(1-methyl-1H-pyrazol-4-yl)-2-oxo-7-phenyl-2,3-dihydro-1H-pyrido[2,3-b][1,4]oxazin-6-yl)phenyl)cyclobutylcarbamate). Solvent: C(=O)(C(F)(F)F)O (TFA). Run at time 30 second. Yields the product NC1(CCC1)C1=CC=C(C=C1)C=1C(=CC2=C(OCC(N2C=2C=NN(C2)C)=O)N1)C1=CC=CC=C1 (6-(4-(1-aminocyclobutyl)phenyl)-1-(1-methyl-1H-pyrazol-4-yl)-7-phenyl-1H-pyrido[2,3-b][1,4]oxazin-2(3H)-one). Isolated yield 118.9%. Reaction SMILES: [CH3:1][N:2]1[CH:6]=[C:5]([N:7]2[C:12](=[O:13])[CH2:11][O:10][C:9]3[N:14]=[C:15]([C:24]4[CH:29]=[CH:28][C:27]([C:30]5([NH:34]C(=O)OC(C)(C)C)[CH2:33][CH2:32][CH2:31]5)=[CH:26][CH:25]=4)[C:16]([C:18]4[CH:23]=[CH:22][CH:21]=[CH:20][CH:19]=4)=[CH:17][C:8]2=3)[CH:4]=[N:3]1>C(O)(C(F)(F)F)=O>[NH2:34][C:30]1([C:27]2[CH:28]=[CH:29][C:24]([C:15]3[C:16]([C:18]4[CH:19]=[CH:20][CH:21]=[CH:22][CH:23]=4)=[CH:17][C:8]4[N:7]([C:5]5[CH:4]=[N:3][N:2]([CH3:1])[CH:6]=5)[C:12](=[O:13])[CH2:11][O:10][C:9]=4[N:14]=3)=[CH:25][CH:26]=2)[CH2:31][CH2:32][CH2:33]1. Reported procedure: tert-Butyl 1-(4-(1-(1-methyl-1H-pyrazol-4-yl)-2-oxo-7-phenyl-2,3-dihydro-1H-pyrido[2,3-b][1,4]oxazin-6-yl)phenyl)cyclobutylcarbamate (30 mg, 0.054 mmol) was dissolved in TFA (2 mL) and stirred for 30 seconds. The solution was immediately concentrated to dryness under reduced pressure. The residue was dissolved in diethyl ether (˜2 mL) and concentrated to dryness under reduced pressure three times. The residue was then slurried in diethyl ether (2 mL) and after settling the supernatant solvent re...